This data is from the Open Reaction Database (ORD), a public repository of structured organic reaction records. The task is: describe an organic reaction: reactants, conditions, products, and yield Reactants: CC(Cl)c1cccnc1, CC1(C(=O)O)CCCO1. The reagents and catalysts are O=C([O-])[O-].[Cs+].[Cs+] (cesium carbonate), [I-].[K+] (potassium iodide). The solvent is CN(C)C=O (DMF), CN(C)C=O (dmf), CN(C)C=O (DMF). Run at temperature 70 celsius, time 16 hour. The product is CC(OC(=O)C1(C)CCCO1)c1cccnc1. Starting materials: CC=1C=CC(=CC1)C(=O)O (p-toluic acid), C=1(C(=CC=CC1)C(=O)OCC1=CC=C(C=C1)C)C (p-methylbenzyl toluate). Conditions: temperature 90 celsius, time 4 hour. Yields the product C1(=CC=C(C=C1)C=O)C (p-tolualdehyde), CC1=CC=C(CO)C=C1 (p-methylbenzyl alcohol). Reaction SMILES: [CH3:1][C:2]1[CH:3]=[CH:4][C:5]([C:8](O)=[O:9])=[CH:6][CH:7]=1.C1(C)C(C([O:19][CH2:20][C:21]2[CH:26]=[CH:25][C:24]([CH3:27])=[CH:23][CH:22]=2)=O)=CC=CC=1>>[C:2]1([CH3:1])[CH:7]=[CH:6][C:5]([CH:8]=[O:9])=[CH:4][CH:3]=1.[CH3:27][C:24]1[CH:25]=[CH:26][C:21]([CH2:20][OH:19])=[CH:22][CH:23]=1. Procedure details: To 2100 g of the reaction filtrate obtained in the same condition as of the Example 1, 364.0 g of aqueous sodium hydroxide solution (sodium hydroxide was 1.5 times in mole with respect to a total amount of the p-toluic acid and p-methylbenzyl toluate) was added, stirred at 90° C. for 4 hours, and after standing still 15 minutes, the solution was separated into 1937.5 g of organic layer and 372.0 g of water layer. To said organic layer, 0.27 g of aqueous 40% NaOH solution (sodium hydroxide was 0.... Reactants: O (water), P(=O)(Cl)(Cl)Cl (Phosphorus oxychloride), ice, CC=1C=C(C=CC1C)N1NC(=CC1=O)C (1-(3,4-dimethylphenyl)-3-methyl-3-pyrazolin-5-one), CN(C=O)C (dimethylformamide). Run at temperature 100 celsius. Yields the product CC=1C=C(C=CC1C)N1N=C(C(=C1O)C=O)C (1-(3,4-Dimethylphenyl)-5-hydroxy-3-methyl-1H-pyrazole-4-carbaldehyde). Isolated yield 79.0%. As a reaction SMILES: P(Cl)(Cl)(Cl)=O.[CH3:6][C:7]1[CH:8]=[C:9]([N:14]2[C:18](=[O:19])[CH:17]=[C:16]([CH3:20])[NH:15]2)[CH:10]=[CH:11][C:12]=1[CH3:13].O.CN(C)[CH:24]=[O:25]>>[CH3:6][C:7]1[CH:8]=[C:9]([N:14]2[C:18]([OH:19])=[C:17]([CH:24]=[O:25])[C:16]([CH3:20])=[N:15]2)[CH:10]=[CH:11][C:12]=1[CH3:13]. Procedure: Phosphorus oxychloride (4.82 mL, 51.6 mmol) was added dropwise to an ice-cooled, stirred suspension of 1-(3,4-dimethylphenyl)-3-methyl-3-pyrazolin-5-one (8.70 g, 43.0 mmol) in dimethylformamide (18.0 mL) at such a rate as to maintain the temperature below 20° C. After the addition, the mixture was heated at 100° C. for 2 h, then cooled, poured into iced water (200 mL). The resulting mixture was stirred for 18 h, then filtered. The solid was washed with water and dried to give the title compound ...